From a dataset of the Open Reaction Database (ORD), a public repository of structured organic reaction records. describe an organic reaction: reactants, conditions, products, and yield Starting materials: NC1=CC=C2C(C(=C(OC2=C1)C(C)C)C1=CC=C(C=C1)Cl)=O (7-amino-3-(4-chlorophenyl)-2-isopropyl-chromen-4-one), BrN1C(CCC1=O)=O (N-bromosuccinimide). Solvent: C(Cl)(Cl)Cl (chloroform). Conditions: time 20 minute. Yields the product NC1=CC=C2C(C(=C(OC2=C1Br)C(C)C)C1=CC=C(C=C1)Cl)=O (7-Amino-8-bromo-3-(4-chlorophenyl)-2-isopropyl-chromen-4-one). RXN SMILES: [NH2:1][C:2]1[CH:11]=[C:10]2[C:5]([C:6](=[O:22])[C:7]([C:15]3[CH:20]=[CH:19][C:18]([Cl:21])=[CH:17][CH:16]=3)=[C:8]([CH:12]([CH3:14])[CH3:13])[O:9]2)=[CH:4][CH:3]=1.[Br:23]N1C(=O)CCC1=O>C(Cl)(Cl)Cl>[NH2:1][C:2]1[C:11]([Br:23])=[C:10]2[C:5]([C:6](=[O:22])[C:7]([C:15]3[CH:16]=[CH:17][C:18]([Cl:21])=[CH:19][CH:20]=3)=[C:8]([CH:12]([CH3:13])[CH3:14])[O:9]2)=[CH:4][CH:3]=1. Reported procedure: A stirred solution of 7-amino-3-(4-chlorophenyl)-2-isopropyl-chromen-4-one (0.36 g, 1.15 mmol) in chloroform (10 ml) is treated at room temperature with N-bromosuccinimide (0.21 g, 1.2 mmol, 1.05 eq.). After stirring for 20 min, the mixture is partitioned between water (150 ml) and ethyl acetate (50 ml). The organic phase is washed with brine (100 ml), dried (magnesium sulfate) and filtered, and the solvent is removed by evaporation in vacuo to afford the title compound as an orange solid. The p... Starting materials: CC1=C(N)C(=CC=C1)C (2,6-dimethylaniline), BrC(C(=O)OCC)C (ethyl α-bromopropionate). Solvent: C1=CC=CC=C1 (benzene). Yields the product CC1=C(NC(C(=O)OCC)C)C(=CC=C1)C (ethyl α-(2,6-dimethylanilino)propionate). Isolated yield 40.0%. Reaction SMILES: [CH3:1][C:2]1[CH:8]=[CH:7][CH:6]=[C:5]([CH3:9])[C:3]=1[NH2:4].Br[CH:11]([CH3:17])[C:12]([O:14][CH2:15][CH3:16])=[O:13]>C1C=CC=CC=1>[CH3:1][C:2]1[CH:8]=[CH:7][CH:6]=[C:5]([CH3:9])[C:3]=1[NH:4][CH:11]([CH3:17])[C:12]([O:14][CH2:15][CH3:16])=[O:13]. Procedure details: Chem. Soc. (1961), 3,303-3,308 discloses that 2,6-dimethylaniline and ethyl α-bromopropionate can be reacted in benzene to give ethyl α-(2,6-dimethylanilino)propionate. Though the reaction time is 96 hours, the yield achievable is only 37 percent. As is shown, however, in Chemische Berichte, 22 (1889), 1,792-1,795, the yield is virtually quantitative if the two sterically hindering substituents in the 2,6-position are absent, ie. if aniline is used as the starting material. A comparison of the r... Reactants: CC(C)(C)OC(=O)N1CC=C(c2cc3c(Cl)ncnc3[nH]2)CC1, Cc1n[nH]c2ccc(N)cc12, CO, CC(C)O. The product is Cc1n[nH]c2ccc(Nc3ncnc4[nH]c(C5=CCN(C(=O)OC(C)(C)C)CC5)cc34)cc12. Reaction SMILES: [C:1]([CH3:2])([CH3:3])([CH3:4])[O:5][C:6](=[O:7])[N:8]1[CH2:9][CH2:10][C:11]([c:14]2[cH:15][c:16]3[c:17]([n:18][cH:19][n:20][c:21]3[Cl:22])[nH:23]2)=[CH:12][CH2:13]1.[CH3:24][c:25]1[n:26][nH:27][c:28]2[cH:29][cH:30][c:31]([NH2:34])[cH:32][c:33]12.[CH3:35][OH:36].[CH:37]([OH:38])([CH3:39])[CH3:40]>>[C:1]([CH3:2])([CH3:3])([CH3:4])[O:5][C:6](=[O:7])[N:8]1[CH2:9][CH2:10][C:11]([c:14]2[cH:15][c:16]3[c:17]([n:18][cH:19][n:20][c:21]3[NH:34][c:31]3[cH:30][cH:29][c:28]4[nH:27][n:26][c:25]([CH3:24])[c:33]4[cH:32]3)[nH:23]2)=[CH:12][CH2:13]1. The reactants are C1(=CC=CC=C1)[B-](C1=CC=CC=C1)(C1=CC=CC=C1)C1=CC=CC=C1.[Na+] (Sodium tetraphenylborate), [Cl-].C(C(=C)C)(=O)NCCC[N+](C)(C)C ([3-(Methacryloylamino)propyl]trimethylammonium chloride). The solvent is O (water), O (water). Run at time 2 hour. Yields the product C1(=CC=CC=C1)[B-](C1=CC=CC=C1)(C1=CC=CC=C1)C1=CC=CC=C1.C(C(=C)C)(=O)NCCC[N+](C)(C)C ([3-(methacryloylamino)propyl]trimethylammonium tetraphenylborate). The yield is 99.2%. RXN SMILES: [C:1]1([B-:7]([C:20]2[CH:25]=[CH:24][CH:23]=[CH:22][CH:21]=2)([C:14]2[CH:19]=[CH:18][CH:17]=[CH:16][CH:15]=2)[C:8]2[CH:13]=[CH:12][CH:11]=[CH:10][CH:9]=2)[CH:6]=[CH:5][CH:4]=[CH:3][CH:2]=1.[Na+].[Cl-].[C:28]([NH:33][CH2:34][CH2:35][CH2:36][N+:37]([CH3:40])([CH3:39])[CH3:38])(=[O:32])[C:29]([CH3:31])=[CH2:30]>O>[C:20]1([B-:7]([C:1]2[CH:2]=[CH:3][CH:4]=[CH:5][CH:6]=2)([C:8]2[CH:9]=[CH:10][CH:11]=[CH:12][CH:13]=2)[C:14]2[CH:19]=[CH:18][CH:17]=[CH:16][CH:15]=2)[CH:21]=[CH:22][CH:23]=[CH:24][CH:25]=1.[C:28]([NH:33][CH2:34][CH2:35][CH2:36][N+:37]([CH3:40])([CH3:38])[CH3:39])(=[O:32])[C:29]([CH3:31])=[CH2:30] |f:0.1,2.3,5.6|. Procedure: Sodium tetraphenylborate (13.68 g, Aldrich Chemical Co.) was dissolved in 300 g of water in a 500 ml beaker marked as Container A. [3-(Methacryloylamino)propyl]trimethylammonium chloride (17.64 g, 50% in water, Aldrich Chemical Co.) was diluted in 500 g of water in a 1000 ml beaker marked as Container B. The solution in Container A was slowly (over about 10 minutes) added to the solution in Container B while severely stirring by a Silverson L4R. A white precipitate was formed and the mixture was... The reactants are BrC=1C=C2C(=CC1)OC(CC21NC(NC1=O)=O)C1=CC(=CC=C1)F (6-bromo-2-(3-fluorophenyl)spiro[chroman-4,4′-imidazolidine]-2′,5′-dione), COC=1C=CC(=CC1)P2(=S)SP(=S)(S2)C=3C=CC(=CC3)OC (Lawesson's reagent). Solvent: O1CCOCC1 (1,4-dioxane). Yields the product BrC=1C=C2C(=CC1)OC(CC21NC(NC1=O)=S)C1=CC(=CC=C1)F (6-bromo-2-(3-fluorophenyl)-2′-thioxospiro[chroman-4,4′-imidazolidine]-5′-one). The yield is 11.2%. Reaction SMILES: [Br:1][C:2]1[CH:3]=[C:4]2[C:11]3([C:15](=[O:16])[NH:14][C:13](=O)[NH:12]3)[CH2:10][CH:9]([C:18]3[CH:23]=[CH:22][CH:21]=[C:20]([F:24])[CH:19]=3)[O:8][C:5]2=[CH:6][CH:7]=1.COC1C=CC(P2(SP(C3C=CC(OC)=CC=3)(=S)S2)=[S:34])=CC=1>O1CCOCC1>[Br:1][C:2]1[CH:3]=[C:4]2[C:11]3([C:15](=[O:16])[NH:14][C:13](=[S:34])[NH:12]3)[CH2:10][CH:9]([C:18]3[CH:23]=[CH:22][CH:21]=[C:20]([F:24])[CH:19]=3)[O:8][C:5]2=[CH:6][CH:7]=1. Reported procedure: A suspension of 6-bromo-2-(3-fluorophenyl)spiro[chroman-4,4′-imidazolidine]-2′,5′-dione (300 mg, 0.77 mmol) and Lawesson's reagent (312 mg, 0.77 mmol) in dry 1,4-dioxane (10 mL) was refluxed for 24 h. The mixture was concentrated in vacuo and the residue was purified by preparative TLC to give 6-bromo-2-(3-fluorophenyl)-2′-thioxospiro[chroman-4,4′-imidazolidine]-5′-one (35 mg, 17%). The reactants are CCCCC(c1ccc(C(=O)NCCC(=O)OC(C)(C)C)cc1)C(CC=O)c1ccc(OC)cc1, CC#N, NC(=O)CCC(=O)NCl. The product is CCCCC(c1ccc(C(=O)NCCC(=O)OC(C)(C)C)cc1)C(CC=O)c1ccc(OC)c(Cl)c1. As a reaction SMILES: [CH3:10][O:11][c:12]1[cH:13][cH:14][c:15]([CH:18]([CH2:19][CH:20]=[O:21])[CH:22]([CH2:23][CH2:24][CH2:25][CH3:26])[c:27]2[cH:28][cH:29][c:30]([C:31](=[O:32])[NH:33][CH2:34][CH2:35][C:36](=[O:37])[O:38][C:39]([CH3:40])([CH3:41])[CH3:42])[cH:43][cH:44]2)[cH:16][cH:17]1.[CH3:45][C:46]#[N:47].[Cl:1][NH:2][C:3](=[O:4])[CH2:5][CH2:6][C:7]([NH2:8])=[O:9]>>[Cl:1][c:17]1[c:12]([O:11][CH3:10])[cH:13][cH:14][c:15]([CH:18]([CH2:19][CH:20]=[O:21])[CH:22]([CH2:23][CH2:24][CH2:25][CH3:26])[c:27]2[cH:28][cH:29][c:30]([C:31](=[O:32])[NH:33][CH2:34][CH2:35][C:36](=[O:37])[O:38][C:39]([CH3:40])([CH3:41])[CH3:42])[cH:43][cH:44]2)[cH:16]1. Starting materials: CN(C)Cc1ccc(CO)o1, CN(C)C=O, CC(C)(C)[O-], NCCCl, Cl, [K+]. Product: CN(C)Cc1ccc(COCCN)o1. As a reaction SMILES: [CH3:12][N:13]([CH3:14])[CH2:15][c:16]1[cH:17][cH:18][c:19]([CH2:21][OH:22])[o:20]1.[CH3:23][N:24]([CH3:25])[CH:26]=[O:27].[CH3:6][C:7]([CH3:8])([O-:9])[CH3:10].[Cl:2][CH2:3][CH2:4][NH2:5].[ClH:1].[K+:11]>>[CH2:3]([CH2:4][NH2:5])[O:22][CH2:21][c:19]1[cH:18][cH:17][c:16]([CH2:15][N:13]([CH3:12])[CH3:14])[o:20]1. Starting materials: [BH4-], CNc1nccc(C=O)n1, Cc1ccccc1, Nc1ccccc1C(=O)O, [Na+], Cc1ccc(S(=O)(=O)O)cc1. The product is CNc1nccc(CNc2ccccc2C(=O)O)n1. As a reaction SMILES: [BH4-:32].[CH3:11][NH:12][c:13]1[n:14][cH:15][cH:16][c:17]([CH:19]=[O:20])[n:18]1.[CH3:34][c:35]1[cH:36][cH:37][cH:38][cH:39][cH:40]1.[NH2:1][c:2]1[cH:3][cH:4][cH:5][cH:6][c:7]1[C:8]([OH:9])=[O:10].[Na+:33].[c:21]1([CH3:22])[cH:23][cH:24][c:25]([S:26]([OH:27])(=[O:28])=[O:29])[cH:30][cH:31]1>>[NH:1]([c:2]1[cH:3][cH:4][cH:5][cH:6][c:7]1[C:8]([OH:9])=[O:10])[CH2:19][c:17]1[cH:16][cH:15][n:14][c:13]([NH:12][CH3:11])[n:18]1. Procedure details: The title compound (Sarges, R. et al., J. Med. Chem. 33: 2240 (1990)) was prepared using an adaptation of the method of Cheeseman. (Cheeseman, G. W. H. J. Chem. Soc. 1171 (1962)). A mixture of diethyl oxalate (17.4 g, 0.100 mol) and 4-fluoro-1,2-diaminobenzene (1.00 g, 7.93 mmol) was heated to reflux with stirring under N2 for 2 h. The reaction was cooled to room temperature and the solid was collected by vacuum filtration and rinsed with EtOH (50 mL) to give a gray-brown solid which was further... Reactants: solid, C (charcoal), C(C(=O)OCC)(=O)OCC (diethyl oxalate), FC1=CC(=C(C=C1)N)N (4-fluoro-1,2-diaminobenzene). Yields the product FC=1C=C2NC(C(NC2=CC1)=O)=O (6-Fluoro-1,4-dihydro-2,3-quinoxalinedione), white needles. Conditions: time 2 hour. RXN SMILES: [C:1]([O:8]CC)(=O)[C:2]([O:4]CC)=O.[F:11][C:12]1[CH:17]=[CH:16][C:15]([NH2:18])=[C:14]([NH2:19])[CH:13]=1.C>[OH-].[Na+]>[F:11][C:12]1[CH:13]=[C:14]2[C:15](=[CH:16][CH:17]=1)[NH:18][C:1](=[O:8])[C:2](=[O:4])[NH:19]2 |f:3.4|. Run in [OH-].[Na+] (NaOH).